This data is from the Open Reaction Database (ORD), a public repository of structured organic reaction records. The task is: describe an organic reaction: reactants, conditions, products, and yield Reactants: CS(=O)(=O)OCCOC1=C(C=CC=C1)OCC(C)C (2-[2-(2-methylprop-1-yloxy)phenoxy]ethyl methanesulfonate), ClC=1C=C2C(=CNC2=CC1)CC(C)(C)N ([2-(5-chloro-1H-indol-3-yl)-1,1-dimethylethyl]amine), C1(=CC=CC=C1)C(OC1=CC=C2C(=CNC2=C1)CC(C)(C)N)C1=CC=CC=C1 ([2-(6-diphenylmethyloxy-1H-indol-3-yl)-1,1-dimethylethyl]amine). Yields the product Cl.OC1=CC=C2C(=CNC2=C1)CC(C)(C)NCCOC1=C(C=CC=C1)OCC(C)C ([2-(6-hydroxy-1H-indol-3-yl)-1,1-dimethylethyl]{2-[2-(2-methylprop-1-yloxy)phenoxy]ethyl}amine hydrochloride). Reaction SMILES: CS(O[CH2:6][CH2:7][O:8][C:9]1[CH:14]=[CH:13][CH:12]=[CH:11][C:10]=1[O:15][CH2:16][CH:17]([CH3:19])[CH3:18])(=O)=O.[Cl:20]C1C=C2C(=CC=1)NC=C2CC(N)(C)C.C1(C(C2C=CC=CC=2)[O:42][C:43]2[CH:51]=[C:50]3[C:46]([C:47]([CH2:52][C:53]([NH2:56])([CH3:55])[CH3:54])=[CH:48][NH:49]3)=[CH:45][CH:44]=2)C=CC=CC=1>>[ClH:20].[OH:42][C:43]1[CH:51]=[C:50]2[C:46]([C:47]([CH2:52][C:53]([NH:56][CH2:6][CH2:7][O:8][C:9]3[CH:14]=[CH:13][CH:12]=[CH:11][C:10]=3[O:15][CH2:16][CH:17]([CH3:18])[CH3:19])([CH3:54])[CH3:55])=[CH:48][NH:49]2)=[CH:45][CH:44]=1 |f:3.4|. Procedure: Proceeding as in Example 3, but replacing 2-[2-(cyclopropylmethyloxy)phenoxy]ethyl methanesulfonate with 2-[2-(2-methylprop-1-yloxy)phenoxy]ethyl methanesulfonate and [2-(5-chloro-1H-indol-3-yl)-1,1-dimethylethyl]amine with [2-(6-diphenylmethyloxy-1H-indol-3-yl)-1,1-dimethylethyl]amine and then removing the protective group, gave [2-(6-hydroxy-1H-indol-3-yl)-1,1-dimethylethyl]{2-[2-(2-methylprop-1-yloxy)phenoxy]ethyl}amine hydrochloride. Starting materials: solution, [SiH](CC)(CC)CC (Et3SiH), ClC(C=C)C (3-chloro-1-butene). Conditions: temperature 77 celsius. Product: [Si](CC)(CC)(CC)Cl (Et3SiCl), [Si](CC)(CC)(CC)CCC(C)Cl (Et3SiCH2CH2CHMeCl). Yield: 7.6%. Reaction SMILES: [SiH:1]([CH2:6][CH3:7])([CH2:4][CH3:5])[CH2:2][CH3:3].[Cl:8][CH:9]([CH3:12])[CH:10]=[CH2:11]>>[Si:1]([Cl:8])([CH2:6][CH3:7])([CH2:4][CH3:5])[CH2:2][CH3:3].[Si:1]([CH2:11][CH2:10][CH:9]([Cl:8])[CH3:12])([CH2:6][CH3:7])([CH2:4][CH3:5])[CH2:2][CH3:3]. Procedure details: In a 50 ml apparatus, there were combined 4.5 g (0.039 mol) of Et3SiH and 3.5 g (0.039 mol) of 3-chloro-1-butene. Pt catalyst solution (0.01 ml) was added at 22° C., followed by heating up to 77° C. over 70 min. Vacuum distillation yielded 3.46 g (58.9%) of Et3SiCl and 0.61 g (7.6%) of Et3SiCH2CH2CHMeCl. This example demonstrates the low yield of Et3SiCH2CH2CHMeCl from the unpromoted reaction of Et3SiH with 3-chloro-1-butene.